Dataset: the Open Reaction Database (ORD), a public repository of structured organic reaction records. Task: describe an organic reaction: reactants, conditions, products, and yield The reactants are BrCC(=O)C=1C(=NOC1C)C1=CC=CC=C1 (4-(bromoacetyl)-5-methyl-3-phenylisoxazole), NC1=NC=CC=C1C (2-amino-3-methylpyridine). Run in C(C)O (ethanol). Product: CC=1C=2N(C=CC1)C=C(N2)C=2C(=NOC2C)C2=CC=CC=C2 (8-Methyl-2-(5-methyl-3-phenyl-isoxazol-4-yl)-imidazo[1,2-a]pyridine). Isolated yield 40.0%. Reaction SMILES: Br[CH2:2][C:3]([C:5]1[C:6]([C:11]2[CH:16]=[CH:15][CH:14]=[CH:13][CH:12]=2)=[N:7][O:8][C:9]=1[CH3:10])=O.[NH2:17][C:18]1[C:23]([CH3:24])=[CH:22][CH:21]=[CH:20][N:19]=1>C(O)C>[CH3:24][C:23]1[C:18]2[N:19]([CH:2]=[C:3]([C:5]3[C:6]([C:11]4[CH:16]=[CH:15][CH:14]=[CH:13][CH:12]=4)=[N:7][O:8][C:9]=3[CH3:10])[N:17]=2)[CH:20]=[CH:21][CH:22]=1. Reported procedure: A mixture of 4-(bromoacetyl)-5-methyl-3-phenylisoxazole (commercially available) (112 mg, 0.4 mmol) and 2-amino-3-methylpyridine (43 mg, 0.4 mmol) in ethanol (2.5 mL) was heated under reflux under argon for 5 h. The mixture was then poured onto water and extracted with ethyl acetate. The combined organic layers were then washed with water and brine, dried over sodium sulphate and evaporated to leave a yellow oil. Purification by chromatography (SiO2, heptane:ethyl acetate=100:0 to 25:75) afforde... Reactants: N(=NC(=O)N1CCCCC1)C(=O)N1CCCCC1 (1,1′-(azodicarbonyl)dipiperidine), OCC1=CC(=C(OCC=2N=C(OC2C)C2=C(C(=O)OC)C=CC=C2)C=C1)OC (methyl 2-{4-[(4-hydroxymethyl-2-methoxyphenoxy)methyl]-5-methyl-1,3-oxazol-2-yl}benzoate), OC1=NN(C=C1C=O)C1=CC=CC=C1 (3-hydroxy-1-phenyl-1H-pyrazole-4-carbaldehyde), C(CCC)P(CCCC)CCCC (tributylphosphine). Solvent: O1CCCC1 (tetrahydrofuran). Reaction conditions: time 15 hour. The product is C(=O)C=1C(=NN(C1)C1=CC=CC=C1)OCC1=CC(=C(OCC=2N=C(OC2C)C2=C(C(=O)OC)C=CC=C2)C=C1)OC (methyl 2-{4-[(4-{[(4-formyl-1-phenyl-1H-pyrazol-3-yl)oxy]methyl}-2-methoxyphenoxy)methyl]-5-methyl-1,3-oxazol-2-yl}benzoate). The yield is 64.7%. Reaction SMILES: [OH:1][CH2:2][C:3]1[CH:26]=[CH:25][C:6]([O:7][CH2:8][C:9]2[N:10]=[C:11]([C:15]3[CH:24]=[CH:23][CH:22]=[CH:21][C:16]=3[C:17]([O:19][CH3:20])=[O:18])[O:12][C:13]=2[CH3:14])=[C:5]([O:27][CH3:28])[CH:4]=1.O[C:30]1[C:34]([CH:35]=[O:36])=[CH:33][N:32]([C:37]2[CH:42]=[CH:41][CH:40]=[CH:39][CH:38]=2)[N:31]=1.C(P(CCCC)CCCC)CCC.N(C(N1CCCCC1)=O)=NC(N1CCCCC1)=O>O1CCCC1>[CH:35]([C:34]1[C:30]([O:1][CH2:2][C:3]2[CH:26]=[CH:25][C:6]([O:7][CH2:8][C:9]3[N:10]=[C:11]([C:15]4[CH:24]=[CH:23][CH:22]=[CH:21][C:16]=4[C:17]([O:19][CH3:20])=[O:18])[O:12][C:13]=3[CH3:14])=[C:5]([O:27][CH3:28])[CH:4]=2)=[N:31][N:32]([C:37]2[CH:38]=[CH:39][CH:40]=[CH:41][CH:42]=2)[CH:33]=1)=[O:36]. Procedure: To a mixture of methyl 2-{4-[(4-hydroxymethyl-2-methoxyphenoxy)methyl]-5-methyl-1,3-oxazol-2-yl}benzoate (1.06 g), 3-hydroxy-1-phenyl-1H-pyrazole-4-carbaldehyde (0.58 g), tributylphosphine (0.85 g) and tetrahydrofuran (100 mL) was added 1,1′-(azodicarbonyl)dipiperidine (1.06 g) at room temperature, and the mixture was stirred for 15 hrs. The precipitated crystals were removed by filtration and the filtrate was concentrated. The residue was subjected to silica gel column chromatography to give me... Reactants: C(C)OC(CN1N=CC(=C1)C=1C=C2C(=NC1)N(C=C2C2=CN=CC(=N2)OC2CCN(CC2)C(=O)OC(C)(C)C)S(=O)(=O)C2=CC=CC=C2)=O (tert-butyl 4-({6-[5-[1-(2-ethoxy-2-oxoethyl)-1H-pyrazol-4-yl]-1-(phenylsulfonyl)-1H-pyrrolo[2,3-b]pyridin-3-yl]pyrazin-2-yl}oxy)piperidine-1-carboxylate), [H-].[Al+3].[Li+].[H-].[H-].[H-] (lithium aluminium hydride), O.O.O.O.O.O.O.O.O.O.S(=O)(=O)([O-])[O-].[Na+].[Na+] (Sodium sulfate decahydrate). Solvent: O1CCCC1 (tetrahydrofuran). Run at time 2.5 hour. Yields the product OCCN1N=CC(=C1)C=1C=C2C(=NC1)N(C=C2C2=CN=CC(=N2)OC2CCN(CC2)C(=O)OC(C)(C)C)S(=O)(=O)C2=CC=CC=C2 (tert-butyl 4-({6-[5-[1-(2-hydroxyethyl)-1H-pyrazol-4-yl]-1-(phenylsulfonyl)-1H-pyrrolo[2,3-b]pyridin-3-yl]pyrazin-2-yl}oxy)piperidine-1-carboxylate). Reaction SMILES: C([O:3][C:4](=O)[CH2:5][N:6]1[CH:10]=[C:9]([C:11]2[CH:12]=[C:13]3[C:19]([C:20]4[N:25]=[C:24]([O:26][CH:27]5[CH2:32][CH2:31][N:30]([C:33]([O:35][C:36]([CH3:39])([CH3:38])[CH3:37])=[O:34])[CH2:29][CH2:28]5)[CH:23]=[N:22][CH:21]=4)=[CH:18][N:17]([S:40]([C:43]4[CH:48]=[CH:47][CH:46]=[CH:45][CH:44]=4)(=[O:42])=[O:41])[C:14]3=[N:15][CH:16]=2)[CH:8]=[N:7]1)C.[H-].[Al+3].[Li+].[H-].[H-].[H-].O.O.O.O.O.O.O.O.O.O.S([O-])([O-])(=O)=O.[Na+].[Na+]>O1CCCC1>[OH:3][CH2:4][CH2:5][N:6]1[CH:10]=[C:9]([C:11]2[CH:12]=[C:13]3[C:19]([C:20]4[N:25]=[C:24]([O:26][CH:27]5[CH2:28][CH2:29][N:30]([C:33]([O:35][C:36]([CH3:38])([CH3:39])[CH3:37])=[O:34])[CH2:31][CH2:32]5)[CH:23]=[N:22][CH:21]=4)=[CH:18][N:17]([S:40]([C:43]4[CH:44]=[CH:45][CH:46]=[CH:47][CH:48]=4)(=[O:41])=[O:42])[C:14]3=[N:15][CH:16]=2)[CH:8]=[N:7]1 |f:1.2.3.4.5.6,7.8.9.10.11.12.13.14.15.16.17.18.19|. Procedure: To a stirred solution of tert-butyl 4-({6-[5-[1-(2-ethoxy-2-oxoethyl)-1H-pyrazol-4-yl]-1-(phenylsulfonyl)-1H-pyrrolo[2,3-b]pyridin-3-yl]pyrazin-2-yl}oxy)piperidine-1-carboxylate (0.10 g, 0.15 mmol) in tetrahydrofuran (2 mL) was added lithium aluminium hydride (11 mg, 0.29 mmol) (CAUTION: GAS EVOLUTION). The reaction mixture was stirred at room temperature for 2.5 h then cooled in an ice bath. Sodium sulfate decahydrate (0.32 mL, 1.5 mmol) was added to the reaction mixture slowly (CAUTION: GAS EV... Starting materials: C(C)OC(=O)C=1N=C(SC1)C=1NC=CN1 (2-(1H-Imidazole-2-yl)-thiazole-4-carboxylic acid ethyl ester), N (NH3). Solvent: CO (MeOH). Reaction conditions: temperature 60 celsius. The product is N1C(=NC=C1)C=1SC=C(N1)C(=O)N (2-(1H-Imidazole-2-yl)-thiazole-4-carboxylic acid amide). RXN SMILES: C([O:3][C:4]([C:6]1[N:7]=[C:8]([C:11]2[NH:12][CH:13]=[CH:14][N:15]=2)[S:9][CH:10]=1)=O)C.[NH3:16]>CO>[NH:15]1[CH:14]=[CH:13][N:12]=[C:11]1[C:8]1[S:9][CH:10]=[C:6]([C:4]([NH2:16])=[O:3])[N:7]=1. Procedure details: A solution of 2-(1H-Imidazole-2-yl)-thiazole-4-carboxylic acid ethyl ester (190 mg) in 5 mL of MeOH is saturated with NH3 gas, and heated at 60° C. in a sealed tube overnight. After cooled, the reaction mixture is transferred to a round bottle flask and evaporated in vacuo to a solid. LRMS calcd 194, found 195 (MH+). Starting materials: COC1=CC=C(C=C1)CCCN (p-methoxyphenylpropylamine), Cl.NCCC1=C2CC(NC2=C(C=C1)OC)=O (4-(2-aminoethyl)-7-methoxy-2(3H)-indolone, hydrochloride). Product: Cl.NCCCC1=C2CC(NC2=C(C=C1)OC)=O (4-(3-aminopropyl)-7-methoxy-2(3H)-indolone hydrochloride). RXN SMILES: [CH3:1][O:2][C:3]1[CH:8]=[CH:7][C:6]([CH2:9][CH2:10][CH2:11][NH2:12])=[CH:5][CH:4]=1.[ClH:13].NCCC1C=CC(OC)=C2C=1[CH2:19][C:20](=[O:28])[NH:21]2>>[ClH:13].[NH2:12][CH2:11][CH2:10][CH2:9][C:6]1[CH:7]=[CH:8][C:3]([O:2][CH3:1])=[C:4]2[C:5]=1[CH2:19][C:20](=[O:28])[NH:21]2 |f:1.2,3.4|. Procedure: Using 50 g of p-methoxyphenylpropylamine for the starting material of Example 1 gives 4-(3-aminopropyl)-7-methoxy-2(3H)-indolone hydrochloride. This material (3 g) was converted to the base and alkylated using methyl formate-formaldehyde at reflux to give 4-(3-dimethylaminopropyl)-7-methoxy-2(3H)-indolone hydrochloride and, after treatment with boron tribromide in methylene chloride at -20°, 4-(3-dimethylaminopropyl)-7-hydroxy-2(3H)-indolone hydrobromide. Starting materials: C(C)(=O)NC=1NC(C2=C(N1)C=CC(=N2)Cl)=O (2-acetamido-6-chloro-pyrido[3,2-d]pyrimidin-4(3H)one), C(C)(C)N(C(C)C)CC (N,N-diisopropylethylamine), O=P(Cl)(Cl)Cl (POCl3). Solvent: O1CCOCC1 (dioxane). Reaction conditions: time 2 hour. The product is C(C)(=O)NC=1N=C(C2=C(N1)C=CC(=N2)Cl)Cl (2-acetamido-4,6-dichloro-pyrido[3,2-d]pyrimidine). Reaction SMILES: [C:1]([NH:4][C:5]1[NH:6][C:7](=O)[C:8]2[N:14]=[C:13]([Cl:15])[CH:12]=[CH:11][C:9]=2[N:10]=1)(=[O:3])[CH3:2].C(N(CC)C(C)C)(C)C.O=P(Cl)(Cl)[Cl:28]>O1CCOCC1>[C:1]([NH:4][C:5]1[N:6]=[C:7]([Cl:28])[C:8]2[N:14]=[C:13]([Cl:15])[CH:12]=[CH:11][C:9]=2[N:10]=1)(=[O:3])[CH3:2]. Procedure details: A mixture of 2-acetamido-6-chloro-pyrido[3,2-d]pyrimidin-4(3H)one (2.4 g, 10 mmol), N,N-diisopropylethylamine (5.4 ml, 30 mmol) and POCl3 (2.8 ml, 30 mmol) in dioxane (100 ml), was stirred at room temperature for 2 hours. After concentration under reduced pressure, the residue was redissolved in dichloromethane (200 ml) and extracted with cold water till pH 6-7. The combined organic layers were dried over MgSO4, filtered and concentrated under reduced pressure to yield crude 2-acetamido-4,6-dich... The reactants are CN(C=O)C (dimethylformamide), FC=1C=CC2=C(N=CS2)C1 (5-fluorobenzothiazole), solution, C(CCC)[Li] (n-butyl lithium). The solvent is C(C)OCC (diethyl ether), C(C)OCC (diethyl ether), CCCCCC (hexane). Reaction conditions: temperature -50 celsius. Yields the product FC=1C=CC2=C(N=C(S2)C=O)C1 (5-fluorobenzothiazole-2-carboxaldehyde). Reaction SMILES: [F:1][C:2]1[CH:3]=[CH:4][C:5]2[S:9][CH:8]=[N:7][C:6]=2[CH:10]=1.C([Li])CCC.CN(C)[CH:18]=[O:19]>C(OCC)C.CCCCCC>[F:1][C:2]1[CH:3]=[CH:4][C:5]2[S:9][C:8]([CH:18]=[O:19])=[N:7][C:6]=2[CH:10]=1. Procedure details: To a stirred solution of 36 g of 5-fluorobenzothiazole in 100 ml of diethyl ether cooled to -70° C. was added dropwise over a 5 minute period 9.4 ml of a 2.5M solution of n-butyl lithium in hexane. The reaction mixture was allowed to warm to -50° C. for one hour and was then cooled to -78° C. Dry dimethylformamide (2.8 ml) was added dropwise and the reaction mixture allowed to warm to room temperature over a period of two hours. The reaction was diluted with 300 ml of diethyl ether and washed wi... As a reaction SMILES: [CH2:28]([Cl:29])[Cl:30].[CH3:24][C:25]([CH3:26])=[CH2:27].[CH3:31][C:32](=[O:33])[CH2:34][CH3:35].[Cl:1][CH2:2][CH2:3][CH:4]([OH:5])[CH2:6][CH2:7][CH3:8].[I-:10].[I:11][CH2:12][CH2:13][CH:14]([CH2:15][CH2:16][CH3:17])[OH:18].[Na+:9].[S:19](=[O:20])(=[O:21])([OH:22])[OH:23]>>[I:11][CH2:12][CH2:13][CH:14]([CH2:15][CH2:16][CH3:17])[O:18][C:25]([CH3:24])([CH3:26])[CH3:27]. Starting materials: ClCCl, C=C(C)C, CCC(C)=O, CCCC(O)CCCl, [I-], CCCC(O)CCI, [Na+], O=S(=O)(O)O. Yields the product CCCC(CCI)OC(C)(C)C.